Dataset: the Open Reaction Database (ORD), a public repository of structured organic reaction records. Task: describe an organic reaction: reactants, conditions, products, and yield Reactants: CCCC=CC1CCC(c2ccc(OC(C)=O)cc2)CC1, CO, Cl, [K+], [OH-]. Yields the product CCCC=CC1CCC(c2ccc(O)cc2)CC1. RXN SMILES: [C:1](=[O:2])([CH3:3])[O:4][c:5]1[cH:6][cH:7][c:8]([CH:11]2[CH2:12][CH2:13][CH:14]([CH:17]=[CH:18][CH2:19][CH2:20][CH3:21])[CH2:15][CH2:16]2)[cH:9][cH:10]1.[CH3:25][OH:26].[ClH:22].[K+:24].[OH-:23]>>[OH:4][c:5]1[cH:6][cH:7][c:8]([CH:11]2[CH2:12][CH2:13][CH:14]([CH:17]=[CH:18][CH2:19][CH2:20][CH3:21])[CH2:15][CH2:16]2)[cH:9][cH:10]1. Starting materials: CC1(c2ccc(CN)cc2)OCCO1, O=C(N1CCc2ccc(Cl)c(OS(=O)(=O)C(F)(F)F)c2CC1)C(F)(F)F. Product: CC1(c2ccc(CNc3c(Cl)ccc4c3CCN(C(=O)C(F)(F)F)CC4)cc2)OCCO1. As a reaction SMILES: [CH3:27][C:28]1([c:33]2[cH:34][cH:35][c:36]([CH2:37][NH2:38])[cH:39][cH:40]2)[O:29][CH2:30][CH2:31][O:32]1.[Cl:1][c:2]1[c:3]([O:19][S:20]([C:21]([F:22])([F:23])[F:24])(=[O:25])=[O:26])[c:4]2[c:5]([cH:17][cH:18]1)[CH2:6][CH2:7][N:8]([C:11]([C:12]([F:13])([F:14])[F:15])=[O:16])[CH2:9][CH2:10]2>>[Cl:1][c:2]1[c:3]([NH:38][CH2:37][c:36]2[cH:35][cH:34][c:33]([C:28]3([CH3:27])[O:29][CH2:30][CH2:31][O:32]3)[cH:40][cH:39]2)[c:4]2[c:5]([cH:17][cH:18]1)[CH2:6][CH2:7][N:8]([C:11]([C:12]([F:13])([F:14])[F:15])=[O:16])[CH2:9][CH2:10]2. Starting materials: C(C(=O)Cl)(=O)Cl (Oxalyl chloride), CC=1C=C(C(=O)O)C=CC1N1CCCCC1 (3-Methyl-4-piperidin-1-ylbenzoic acid), FC=1C=CC(=C(C1)C(N)=NO)OC (5-fluoro-N′-hydroxy-2-methoxybenzenecarboximidamide), CCN(C(C)C)C(C)C (DIEA). Yields the product FC=1C=CC(=C(C1)C1=NOC(=N1)C1=CC(=C(C=C1)N1CCCCC1)C)OC (1-{4-[3-(5-fluoro-2-methoxyphenyl)-1,2,4-oxadiazol-5-yl]-2-methylphenyl}piperidine). Reaction SMILES: C(Cl)(=O)C(Cl)=O.[CH3:7][C:8]1[CH:9]=[C:10]([CH:14]=[CH:15][C:16]=1[N:17]1[CH2:22][CH2:21][CH2:20][CH2:19][CH2:18]1)[C:11]([OH:13])=O.[F:23][C:24]1[CH:25]=[CH:26][C:27]([O:34][CH3:35])=[C:28]([C:30](=[N:32]O)[NH2:31])[CH:29]=1.CCN(C(C)C)C(C)C>>[F:23][C:24]1[CH:25]=[CH:26][C:27]([O:34][CH3:35])=[C:28]([C:30]2[N:31]=[C:11]([C:10]3[CH:14]=[CH:15][C:16]([N:17]4[CH2:22][CH2:21][CH2:20][CH2:19][CH2:18]4)=[C:8]([CH3:7])[CH:9]=3)[O:13][N:32]=2)[CH:29]=1. Procedure details: Oxalyl chloride (139 μL; 1.64 mmol; 3 eq.), Intermediate 33 (120 mg; 0.55 mmol; 1 eq.), Intermediate 23 (101 mg; 0.55 mmol, 1 eq.) and DIEA (283 μL; 1.64 mmol; 3 eq.) were reacted according to general procedure 2. Purification by preparative HPLC (increasing amount of 0.1% TFA in CH3CN, in 0.1% TFA in water) afforded the title compound as a white solid. Reactants: CCC(C)CC(C)CCCCCCCCC(=O)N[C@H]1C[C@H]([C@H](NC(=O)[C@@H]2[C@H](CCN2C(=O)[C@@H](NC(=O)[C@@H](NC(=O)[C@@H]3C[C@H](CN3C(=O)[C@@H](NC1=O)[C@@H](C)O)O)[C@@H]([C@H](C=4C=CC(=CC4)O)O)O)[C@@H](CCN)O)O)NCCN)O (caspofungin), B (borane), CSC (dimethyl sulfide), FC(C(O[Si](C)(C)C)=N[Si](C)(C)C)(F)F (BSTFA), Formula 4, C1(=CC=CC=C1)B(O)O (phenyl boronic acid), Cl (hydrochloric acid). Solvent: C(C)(=O)O (acetic acid), C(C)O (ethanol), O (water), C(C)(=O)OCC (ethyl acetate), O (water), O1CCCC1 (tetrahydrofuran). Conditions: time 1 hour. The product is CCC(C)CC(C)CCCCCCCCC(=O)N[C@H]1C[C@H]([C@H](NC(=O)[C@@H]2[C@H](CCN2C(=O)[C@@H](NC(=O)[C@@H](NC(=O)[C@@H]3C[C@H](CN3C(=O)[C@@H](NC1=O)[C@@H](C)O)O)[C@@H]([C@H](C4=CC=C(C=C4)O)O)O)[C@@H](CCN)O)O)NCCN)O.CC(=O)O.CC(=O)O (caspofungin diacetate), Formula 1. Isolated yield 75.0%. As a reaction SMILES: C1(B(O)[OH:8])C=CC=CC=1.F[C:11](F)(F)[C:12](=N[Si](C)(C)C)[O:13][Si](C)(C)C.B.CSC.Cl.[CH3:30][CH2:31][CH:32]([CH2:34][CH:35]([CH2:37][CH2:38][CH2:39][CH2:40][CH2:41][CH2:42][CH2:43][CH2:44][C:45]([NH:47][C@@H:48]1[C:79](=[O:80])[NH:78][C@@H:77]([C@H:81]([OH:83])[CH3:82])[C:75](=[O:76])[N:74]2[C@@H:70]([CH2:71][C@@H:72]([OH:84])[CH2:73]2)[C:68](=[O:69])[NH:67][C@@H:66]([C@H:85]([OH:95])[C@@H:86]([OH:94])[C:87]2[CH:88]=[CH:89][C:90]([OH:93])=[CH:91][CH:92]=2)[C:64](=[O:65])[NH:63][C@@H:62]([C@H:96]([OH:100])[CH2:97][CH2:98][NH2:99])[C:60](=[O:61])[N:59]2[C@@H:55]([C@@H:56]([OH:101])[CH2:57][CH2:58]2)[C:53](=[O:54])[NH:52][C@H:51]([NH:102][CH2:103][CH2:104][NH2:105])[C@H:50]([OH:106])[CH2:49]1)=[O:46])[CH3:36])[CH3:33]>O.C(OCC)(=O)C.C(O)(=O)C.C(O)C.O1CCCC1>[CH3:30][CH2:31][CH:32]([CH2:34][CH:35]([CH2:37][CH2:38][CH2:39][CH2:40][CH2:41][CH2:42][CH2:43][CH2:44][C:45]([NH:47][C@@H:48]1[C:79](=[O:80])[NH:78][C@@H:77]([C@H:81]([OH:83])[CH3:82])[C:75](=[O:76])[N:74]2[C@@H:70]([CH2:71][C@@H:72]([OH:84])[CH2:73]2)[C:68](=[O:69])[NH:67][C@@H:66]([C@H:85]([OH:95])[C@@H:86]([OH:94])[C:87]2[CH:88]=[CH:89][C:90]([OH:93])=[CH:91][CH:92]=2)[C:64](=[O:65])[NH:63][C@@H:62]([C@H:96]([OH:100])[CH2:97][CH2:98][NH2:99])[C:60](=[O:61])[N:59]2[C@@H:55]([C@@H:56]([OH:101])[CH2:57][CH2:58]2)[C:53](=[O:54])[NH:52][C@H:51]([NH:102][CH2:103][CH2:104][NH2:105])[C@H:50]([OH:106])[CH2:49]1)=[O:46])[CH3:36])[CH3:33].[CH3:11][C:12]([OH:13])=[O:8].[CH3:11][C:12]([OH:13])=[O:8] |f:11.12.13|. Procedure details: Under N2, the compound of Formula 4 (1.0 g), phenyl boronic acid (0.14 g), tetrahydrofuran (40 ml) were refluxed for 30 min. The reaction mixture was cooled to the room temperature, and BSTFA (1.06 ml) was added and the solution was agitated for 1 h at the room temperature. The reaction mixture was cooled to −10 to −5° C., and the complex of borane and dimethyl sulfide (0.4 ml, 0.94%) was added dropwise. Upon addition, the reaction mixture was warmed to 10 to 15° C., and the reaction was conduct... Reactants: CC(C)C[C@@H](C(=O)N[C@@H](CCCN=C(N)N)C(=O)N[C@@H](CC1=CC=CC=C1)C(=O)N)NC(=O)CNC(=O)[C@H](CC2=CC=CC=C2)NC(=O)[C@H](CO)NC(=O)[C@H](CC(=O)N)NC(=O)[C@H](CC3=CNC4=CC=CC=C43)NC(=O)[C@H](CC(=O)N)NC(=O)[C@H](CC5=CC=C(C=C5)O)N (KP-10), C(OCC)(OCC)OCC (triethyl orthoformate), CC(=CC=O)C (3-methyl-crotonaldehyde). The solvent is C(CO)O (ethyleneglycol). Conditions: temperature 4 celsius, time 1.5 hour. Yields the product CC(=CC)C.O1COCC1 (3-methyl-2-butene 1,3-dioxolane). Isolated yield 47.0%. As a reaction SMILES: [CH3:1][CH:2]([CH2:4][C@H:5](NC(CNC([C@@H](NC([C@@H](NC([C@@H](NC([C@@H](NC([C@@H](NC([C@@H](N)CC1C=CC(O)=CC=1)=O)CC(N)=O)=O)CC1C2C(=CC=CC=2)NC=1)=O)CC(N)=O)=O)CO)=O)CC1C=CC=CC=1)=O)=O)C(N[C@H](C(N[C@H](C(N)=O)CC1C=CC=CC=1)=O)CCCN=C(N)N)=O)[CH3:3].[CH:95]([O:102][CH2:103][CH3:104])([O:99]CC)OCC.CC(C)=CC=O>C(O)CO>[CH3:1][C:2]([CH3:3])=[CH:4][CH3:5].[O:102]1[CH2:103][CH2:104][O:99][CH2:95]1 |f:4.5|. Procedure: 0.5 undried catalyst KP-10 (Sud-Chemie), 79.6 g triethyl orthoformate and 48.2 g 3-methyl-crotonaldehyde were placed in a flask in a nitrogen atmosphere in 34.3 g ethyleneglycol and stirred at 4° C. for 1.5 hours. Then the catalyst was filtered off through a suction filter and washed with 20 ml ethanol. The product was concentrated and isolated by fractionated distillation (2 fractions at 204 mbar/107° C). The 3-methyl-2-butene-1,3-dioxolane fractions obtained had a content of 81% (39.2 g) and 8...